From a dataset of the Open Reaction Database (ORD), a public repository of structured organic reaction records. describe an organic reaction: reactants, conditions, products, and yield Starting materials: BrCCOC1=C(C=C(C=C1)NC(C1=C(C=C(C=C1)F)F)=O)C=1N(N=CC1)C (N-[4-(2-bromo-ethoxy)-3-(2-methyl-2H-pyrazol-3-yl)-phenyl]-2,4-difluoro-benzamide), C(C)(C)N(C(C)C)CC (N,N-diisopropylethylamine), NC1CCOCC1 (4-aminotetrahydropyran). Run in CN(C(C)=O)C (N,N-dimethylacetamide). Reaction conditions: temperature 120 celsius. The product is FC1=C(C(=O)NC2=CC(=C(C=C2)OCCNC2CCOCC2)C=2N(N=CC2)C)C=CC(=C1)F (2,4-Difluoro-N-{3-(2-methyl-2H-pyrazol-3-yl)-4-[2-(tetrahydro-pyran-4-ylamino)-ethoxy]-phenyl}-benzamide). Yield: 71.2%. RXN SMILES: Br[CH2:2][CH2:3][O:4][C:5]1[CH:10]=[CH:9][C:8]([NH:11][C:12](=[O:21])[C:13]2[CH:18]=[CH:17][C:16]([F:19])=[CH:15][C:14]=2[F:20])=[CH:7][C:6]=1[C:22]1[N:23]([CH3:27])[N:24]=[CH:25][CH:26]=1.C(N(CC)C(C)C)(C)C.[NH2:37][CH:38]1[CH2:43][CH2:42][O:41][CH2:40][CH2:39]1>CN(C)C(=O)C>[F:20][C:14]1[CH:15]=[C:16]([F:19])[CH:17]=[CH:18][C:13]=1[C:12]([NH:11][C:8]1[CH:9]=[CH:10][C:5]([O:4][CH2:3][CH2:2][NH:37][CH:38]2[CH2:43][CH2:42][O:41][CH2:40][CH2:39]2)=[C:6]([C:22]2[N:23]([CH3:27])[N:24]=[CH:25][CH:26]=2)[CH:7]=1)=[O:21]. Procedure: To a solution of N-[4-(2-bromo-ethoxy)-3-(2-methyl-2H-pyrazol-3-yl)-phenyl]-2,4-difluoro-benzamide (0.050 g, 0.12 mmol) in N,N-dimethylacetamide (2.0 mL) was added N,N-diisopropylethylamine (0.040 mL, 0.23 mmol) and 4-aminotetrahydropyran (0.032 mL, 0.32 mmol) in a heavy-walled sealed tube. The solution was heated under microwave irradiation at 120° C. for 1 h. The solution was concentrated and purified by RP-HPLC. Lyophilization afforded a TFA salt as a brown solid (0.039 g, 59%). LCMS m/z (%)=... Starting materials: ClC1=CC=C(C=C1)SC(C(=O)OC)C1=CC=C(C=C1)OC1=CC=CC=C1 (methyl α-(p-chlorophenylthio)-α-[p-(phenoxy)phenyl]acetate), [OH-].[K+] (KOH). Solvent: CO (methanol). The product is ClC1=CC=C(C=C1)SC(C(=O)O)C1=CC=C(C=C1)OC1=CC=CC=C1 (α-(p-Chlorophenylthio)-α-[p-(phenoxy)phenyl]acetic Acid). As a reaction SMILES: [Cl:1][C:2]1[CH:7]=[CH:6][C:5]([S:8][CH:9]([C:14]2[CH:19]=[CH:18][C:17]([O:20][C:21]3[CH:26]=[CH:25][CH:24]=[CH:23][CH:22]=3)=[CH:16][CH:15]=2)[C:10]([O:12]C)=[O:11])=[CH:4][CH:3]=1.[OH-].[K+]>CO>[Cl:1][C:2]1[CH:3]=[CH:4][C:5]([S:8][CH:9]([C:14]2[CH:19]=[CH:18][C:17]([O:20][C:21]3[CH:26]=[CH:25][CH:24]=[CH:23][CH:22]=3)=[CH:16][CH:15]=2)[C:10]([OH:12])=[O:11])=[CH:6][CH:7]=1 |f:1.2|. Reported procedure: A mixture of 3.55 g of methyl α-(p-chlorophenylthio)-α-[p-(phenoxy)phenyl]acetate, 20 ml of 20% KOH and 5 ml of methanol is refluxed overnight. The mixture is acidified and worked up to afford a light green solid which is crystallized from chloroform to yield the product as white crystals, mp 121°-125° C. Starting materials: COC(N1CCC(CC1)CCCN1C(=NC(=C1C)C)C)OC (4-[3-(2,4,5-trimethyl-1H-imidazol-1-yl)propyl]-1-piperidinecarboxaldehyde dimethylacetal), CC1([C@@H](N2[C@H](S1)[C@@H](C2=O)N)C(=O)O)C (6-aminopenicillanic acid), C(C)(C)N(CC)C(C)C (diisopropylethylamine), C(Cl)(Cl)Cl (chloroform), C(Cl)(Cl)Cl (chloroform). Run at temperature 0 celsius, time 3 hour. Product: Cl.O.CC1(C(N2C(CC2S1)=O)C(=O)O)C (3,3-dimethyl-7-oxo-4-thia-1-azabicyclo[3.2.0]heptane-2-carboxylic acid hydrate hydrochloride). Isolated yield 46.0%. RXN SMILES: C[O:2]C(OC)N1CCC(CCCN2C(C)=C(C)N=C2C)CC1.[CH3:23][C:24]1([CH3:36])[S:28][C@@H:27]2[C@H:29](N)[C:30](=[O:31])[N:26]2[C@H:25]1[C:33]([OH:35])=[O:34].C(N(C(C)C)CC)(C)C.C(Cl)(Cl)[Cl:47]>>[ClH:47].[OH2:2].[CH3:23][C:24]1([CH3:36])[S:28][CH:27]2[N:26]([C:30](=[O:31])[CH2:29]2)[CH:25]1[C:33]([OH:35])=[O:34] |f:4.5.6|. Procedure details: A mixture of 4-[3-(2,4,5-trimethyl-1H-imidazol-1-yl)propyl]-1-piperidine (0.75 g, 0.0032 M) and dimethylformamide dimethylacetal (20 ml) was heated at 100° C. for 9 hrs. The reaction was stripped to dryness to yield 4-[3-(2,4,5-trimethyl-1H-imidazol-1-yl)propyl]-1-piperidinecarboxaldehyde dimethylacetal. The solution of the above piperidine carboxaldehyde dimethylacetal in chloroform (4 ml) was then added to a mixture of 6-aminopenicillanic acid (0.67 g, 0.003 M) and diisopropylethylamine (0.47 ... The reactants are [Al+3], CCOC(=O)CC(C)(C)NCc1ccccc1, C1CCOC1, CCOC(C)=O, [H-], [H-], [H-], [H-], [Li+], O. Yields the product CC(C)(CCO)NCc1ccccc1. Reaction SMILES: [Al+3:19].[CH2:1]([c:2]1[cH:3][cH:4][cH:5][cH:6][cH:7]1)[NH:8][C:9]([CH2:10][C:11](=[O:12])[O:13][CH2:14][CH3:15])([CH3:16])[CH3:17].[CH2:25]1[O:26][CH2:27][CH2:28][CH2:29]1.[CH3:30][CH2:31][O:32][C:33](=[O:34])[CH3:35].[H-:18].[H-:21].[H-:22].[H-:23].[Li+:20].[OH2:24]>>[CH2:1]([c:2]1[cH:3][cH:4][cH:5][cH:6][cH:7]1)[NH:8][C:9]([CH2:10][CH2:11][OH:12])([CH3:16])[CH3:17]. Reactants: CC(C)C[AlH]CC(C)C (DIBAL-H), C(#CCCCC)[Si]1(CCC1)C (1-(1-hexynyl)-1-methylsilacyclobutane), O (H2O), [F-].[Na+] (NaF). Run in CCCCCC (hexane), CCOCC (Et2O), C(Cl)Cl (CH2Cl2). Reaction conditions: temperature 0 celsius, time 9 hour. Product: C(=C/CCCCC)/[Si]1(CCC1)C ((Z)-1-(1-Heptenyl)-1-methylsilacyclobutane). Reaction SMILES: [CH3:1]C(C[AlH]CC(C)C)C.[C:10]([Si:16]1([CH3:20])[CH2:19][CH2:18][CH2:17]1)#[C:11][CH2:12][CH2:13][CH2:14][CH3:15].[F-].[Na+].O>CCCCCC.CCOCC.C(Cl)Cl>[CH:10](/[Si:16]1([CH3:20])[CH2:17][CH2:18][CH2:19]1)=[CH:11]/[CH2:12][CH2:13][CH2:14][CH2:15][CH3:1] |f:2.3|. Reported procedure: Neat DIBAL-H (1.93 mL, 1.52 g, d=0.789, 10.7 mmol, 1.2 equiv) was added to a solution of 1-(1-hexynyl)-1-methylsilacyclobutane (1.62 g, 9,0 mmol) in hexane (14 mL) and Et2O (9 mL) at 0° C. The mixture was stirred for 3 h at 0° C., 9 h at rt, and then was diluted with CH2Cl2 (40 mL). Solid NaF (3.21 g, 76.4 mmol, 8.5 equiv) was added, followed by H2O (2.9 mL, 161 mmol, 17.8 equiv) and the suspension was stirred for 3 h, then was filtered and the filtrate was concentrated in vacuo. The crude produ...